From a dataset of the Open Reaction Database (ORD), a public repository of structured organic reaction records. describe an organic reaction: reactants, conditions, products, and yield Reactants: [H-].[Na+] (sodium hydride), O1CCCC1 (tetrahydrofuran), C(C)OC(=O)NC1(CC1)C1=CC=C(C(=O)OC)C=C1 (methyl 4-(1-ethoxycarbonylaminocyclopropyl)benzoate), [H-].[Na+] (sodium hydride), [Cl-].[NH4+] (ammonium chloride), BrCCOC1OCCC1 (2-(2-bromoethoxy)tetrahydrofuran), [I-].[Na+] (sodium iodide), BrCCOC1OCCC1 (2-(2-Bromoethoxy)tetrahydrofuran). Run in CN(C=O)C (N,N-dimethylformamide). Conditions: time 15 minute. Product: C(C)OC(=O)N(C1(CC1)C1=CC=C(C(=O)OC)C=C1)CCOC1OCCCC1 (methyl 4-(1-{ethoxycarbonyl-[2-(tetrahydropyran-2-yloxy)ethyl]amino}cyclopropyl)benzoate). Reaction SMILES: [CH2:1]([O:3][C:4]([NH:6][C:7]1([C:10]2[CH:19]=[CH:18][C:13]([C:14]([O:16][CH3:17])=[O:15])=[CH:12][CH:11]=2)[CH2:9][CH2:8]1)=[O:5])[CH3:2].[H-].[Na+].Br[CH2:23][CH2:24][O:25][CH:26]1[CH2:30][CH2:29][CH2:28][O:27]1.[I-].[Na+].[Cl-].[NH4+].O1CCC[CH2:36]1>CN(C)C=O>[CH2:1]([O:3][C:4]([N:6]([CH2:36][CH2:28][O:27][CH:26]1[CH2:30][CH2:29][CH2:23][CH2:24][O:25]1)[C:7]1([C:10]2[CH:11]=[CH:12][C:13]([C:14]([O:16][CH3:17])=[O:15])=[CH:18][CH:19]=2)[CH2:8][CH2:9]1)=[O:5])[CH3:2] |f:1.2,4.5,6.7|. Reported procedure: Under a nitrogen stream, methyl 4-(1-ethoxycarbonylaminocyclopropyl)benzoate (430 mg) described in Preparation Example 67 was dissolved in a solution of tetrahydrofuran (10 mL) and N,N-dimethylformamide (5 mL), sodium hydride (72 mg) were added under ice-cooling, and the mixture was stirred for 15 min. Then, 2-(2-bromoethoxy)tetrahydrofuran (0.30 mL) and sodium iodide (catalytic amount) were added, and the mixture was stirred for 30 min under ice-cooling and at room temperature overnight. Furthe... Starting materials: ClCl (chlorine), C22H23ClN4O3, COC=1C=C(C(=O)O)C=CC1C(=O)N1CCCC1 (3-methoxy-4-(pyrrolidin-1-ylcarbonyl)benzoic acid), CN(C)C(=[N+](C)C)ON1C2=C(C=CC=C2)N=N1.[B-](F)(F)(F)F (TBTU), C(C)(C)N(CC)C(C)C (diisopropylethylamine), ClC1=CC2=C(NC(=N2)[C@H](C)N)C=C1 ((S)-1-(5-chloro-1H-benzimidazol-2-yl)ethylamine). The solvent is ClCCl.C(C)O (dichloromethane ethanol), O1CCCC1 (tetrahydrofuran). Product: ClC1=CC2=C(NC(=N2)[C@H](C)NC(C2=CC(=C(C=C2)C(=O)N2CCCC2)OC)=O)C=C1 (N-[(1S)-1-(5-chloro-1H-benzimidazol-2-yl)ethyl]-3-methoxy-4-(pyrrolidin 1-ylcarbonyl)benzamide). Yield: 29.0%. RXN SMILES: [CH3:1][O:2][C:3]1[CH:4]=[C:5]([CH:9]=[CH:10][C:11]=1[C:12]([N:14]1[CH2:18][CH2:17][CH2:16][CH2:15]1)=[O:13])[C:6]([OH:8])=O.CN(C(ON1N=NC2C=CC=CC1=2)=[N+](C)C)C.[B-](F)(F)(F)F.C(N(C(C)C)CC)(C)C.[Cl:50][C:51]1[CH:62]=[CH:61][C:54]2[NH:55][C:56]([C@@H:58]([NH2:60])[CH3:59])=[N:57][C:53]=2[CH:52]=1.ClCl>O1CCCC1.ClCCl.C(O)C>[Cl:50][C:51]1[CH:62]=[CH:61][C:54]2[NH:55][C:56]([C@@H:58]([NH:60][C:6](=[O:8])[C:5]3[CH:9]=[CH:10][C:11]([C:12]([N:14]4[CH2:18][CH2:17][CH2:16][CH2:15]4)=[O:13])=[C:3]([O:2][CH3:1])[CH:4]=3)[CH3:59])=[N:57][C:53]=2[CH:52]=1 |f:1.2,7.8|. Procedure: Prepared analogously to Example 1g from 3-methoxy-4-(pyrrolidin-1-ylcarbonyl)benzoic acid, TBTU, diisopropylethylamine, and (S)-1-(5-chloro-1H-benzimidazol-2-yl)ethylamine in tetrahydrofuran. Yield: 29%; Rf value: 0.31 (silica gel; dichloromethane/ethanol=9:1); C22H23ClN4O3 (426.90); mass spectrum: (M+H)+=427/429 (chlorine isotope). The reactants are C(C1=CC=CC=C1)OC=1C(=NC(=NC1O)CC1(CCCC1)C1=CC2=CC=CC=C2C=C1)C(=O)O (5-Benzyloxy-6-hydroxy-2-(1-naphthalen-2-yl-cyclopentylmethyl)-pyrimidine-4-carboxylic acid), [Si](C)(C)(C(C)(C)C)OCCNC(C)C (N-(2-(tert-Butyldimethylsilyloxy)ethyl)propan-2-amine), [Si](C)(C)(C(C)(C)C)OCCN(C(=O)C1=NC(=NC(=C1OCC1=CC=CC=C1)O)CC1(CCCC1)C1=C(C=CC(=C1)Cl)Cl)C(C)C (5-benzyloxy-2-[1-(2,5-dichlorophenyl)-cyclopentylmethyl]-6-hydroxypyrimidine-4-carboxylic acid [2-(tert-butyl-dimethylsilanyloxy)-ethyl]-isopropylamide). Product: [Si](C)(C)(C(C)(C)C)OCCN(C(=O)C1=NC(=NC(=C1OCC1=CC=CC=C1)O)CC1(CCCC1)C1=CC2=CC=CC=C2C=C1)C(C)C (5-Benzyloxy-6-hydroxy-2-(1-naphthalen-2-yl-cyclopentylmethyl)-pyrimidine-4-carboxylic acid [2-(tert-butyl-dimethylsilanyloxy)-ethyl]-isopropylamide). Isolated yield 24.5%. Reaction SMILES: [CH2:1]([O:8][C:9]1[C:10]([C:32](O)=[O:33])=[N:11][C:12]([CH2:16][C:17]2([C:22]3[CH:31]=[CH:30][C:29]4[C:24](=[CH:25][CH:26]=[CH:27][CH:28]=4)[CH:23]=3)[CH2:21][CH2:20][CH2:19][CH2:18]2)=[N:13][C:14]=1[OH:15])[C:2]1[CH:7]=[CH:6][CH:5]=[CH:4][CH:3]=1.[Si:35]([O:42][CH2:43][CH2:44][NH:45][CH:46]([CH3:48])[CH3:47])([C:38]([CH3:41])([CH3:40])[CH3:39])([CH3:37])[CH3:36].[Si](OCCN(C(C)C)C(C1C(OCC2C=CC=CC=2)=C(O)N=C(CC2(C3C=C(Cl)C=CC=3Cl)CCCC2)N=1)=O)(C(C)(C)C)(C)C>>[Si:35]([O:42][CH2:43][CH2:44][N:45]([CH:46]([CH3:48])[CH3:47])[C:32]([C:10]1[C:9]([O:8][CH2:1][C:2]2[CH:3]=[CH:4][CH:5]=[CH:6][CH:7]=2)=[C:14]([OH:15])[N:13]=[C:12]([CH2:16][C:17]2([C:22]3[CH:31]=[CH:30][C:29]4[C:24](=[CH:25][CH:26]=[CH:27][CH:28]=4)[CH:23]=3)[CH2:21][CH2:20][CH2:19][CH2:18]2)[N:11]=1)=[O:33])([C:38]([CH3:41])([CH3:40])[CH3:39])([CH3:37])[CH3:36]. Reported procedure: 5-Benzyloxy-6-hydroxy-2-(1-naphthalen-2-yl-cyclopentylmethyl)-pyrimidine-4-carboxylic acid [2-(tert-butyl-dimethylsilanyloxy)-ethyl]-isopropylamide (219) (300.0 mg, 24.5%) was synthesized as a colorless liquid from 5-benzyloxy-6-hydroxy-2-(1-naphthalen-2-yl-cyclopentylmethyl)-pyrimidine-4-carboxylic acid (218) (850.0 mg, 1.87 mmol) and [2-(tert-butyl-dimethylsilanyloxy)-ethyl]-isopropyl-amine (8b) (610.5 mg, 2.80 mmol) following the procedure described for 5-benzyloxy-2-[1-(2,5-dichlorophenyl)-c... The reactants are CC(=O)[O-], Cn1c(=NN)sc2ccccc21, Cl, [K+], [K+], [K+], NCCCCC(N)C(=O)O, O=P([O-])([O-])[O-]. Product: NCCCCC(=O)C(=O)O. Reaction SMILES: [CH3:19][C:20]([O-:21])=[O:22].[CH3:24][n:25]1[c:26]2[cH:27][cH:28][cH:29][cH:30][c:31]2[s:32][c:33]1=[N:34][NH2:35].[ClH:23].[K+:6].[K+:7].[K+:8].[NH2:9][CH2:10][CH2:11][CH2:12][CH2:13][CH:14]([NH2:15])[C:16]([OH:17])=[O:18].[P:1]([O-:2])([O-:3])([O-:4])=[O:5]>>[NH2:9][CH2:10][CH2:11][CH2:12][CH2:13][C:14]([C:16]([OH:17])=[O:18])=[O:21]. Starting materials: O=C(Cl)c1ccccc1, Cc1ccc(C2Sc3cc(C)ccc3N(CCN(C)C(=O)OCc3ccccc3)C(=O)C2O)cc1, c1ccncc1, c1ccccc1. Product: Cc1ccc(C2Sc3cc(C)ccc3N(CCN(C)C(=O)OCc3ccccc3)C(=O)C2OC(=O)c2ccccc2)cc1. Reaction SMILES: [C:36]([c:37]1[cH:38][cH:39][cH:40][cH:41][cH:42]1)(=[O:43])[Cl:44].[CH3:1][c:2]1[cH:3][cH:4][c:5]([CH:8]2[S:9][c:10]3[c:11]([cH:31][cH:32][c:33]([CH3:35])[cH:34]3)[N:12]([CH2:17][CH2:18][N:19]([CH3:20])[C:21](=[O:22])[O:23][CH2:24][c:25]3[cH:26][cH:27][cH:28][cH:29][cH:30]3)[C:13](=[O:16])[CH:14]2[OH:15])[cH:6][cH:7]1.[cH:45]1[cH:46][cH:47][n:48][cH:49][cH:50]1.[cH:51]1[cH:52][cH:53][cH:54][cH:55][cH:56]1>>[CH3:1][c:2]1[cH:3][cH:4][c:5]([CH:8]2[S:9][c:10]3[c:11]([cH:31][cH:32][c:33]([CH3:35])[cH:34]3)[N:12]([CH2:17][CH2:18][N:19]([CH3:20])[C:21](=[O:22])[O:23][CH2:24][c:25]3[cH:26][cH:27][cH:28][cH:29][cH:30]3)[C:13](=[O:16])[CH:14]2[O:15][C:36]([c:37]2[cH:38][cH:39][cH:40][cH:41][cH:42]2)=[O:43])[cH:6][cH:7]1. The reactants are CCO, [K+], CCOC(=O)CCCCOc1ccc2oc3ccccc3c(=O)c2c1, [OH-], O, c1ccccc1. Product: O=C(O)CCCCOc1ccc2oc3ccccc3c(=O)c2c1. RXN SMILES: [CH3:32][CH2:33][OH:34].[K+:37].[O:1]=[c:2]1[c:3]2[cH:4][cH:5][cH:6][cH:7][c:8]2[o:9][c:10]2[cH:11][cH:12][c:13]([O:16][CH2:17][CH2:18][CH2:19][CH2:20][C:21](=[O:22])[O:23][CH2:24][CH3:25])[cH:14][c:15]12.[OH-:36].[OH2:35].[cH:26]1[cH:27][cH:28][cH:29][cH:30][cH:31]1>>[O:1]=[c:2]1[c:3]2[cH:4][cH:5][cH:6][cH:7][c:8]2[o:9][c:10]2[cH:11][cH:12][c:13]([O:16][CH2:17][CH2:18][CH2:19][CH2:20][C:21](=[O:22])[OH:23])[cH:14][c:15]12. Reactants: OCC1=C(CN(CC1)C(C)=O)C1=CC=CC=C1 (1-(4-(hydroxymethyl)-3-phenyl-5,6-dihydropyridin-1(2H)-yl)ethanone), O=S(Cl)Cl (SOCl2). RXN SMILES: O[CH2:2][C:3]1[CH2:8][CH2:7][N:6]([C:9](=[O:11])[CH3:10])[CH2:5][C:4]=1[C:12]1[CH:17]=[CH:16][CH:15]=[CH:14][CH:13]=1.O=S(Cl)[Cl:20]>C(Cl)Cl>[Cl:20][CH2:2][C:3]1[CH2:8][CH2:7][N:6]([C:9](=[O:11])[CH3:10])[CH2:5][C:4]=1[C:12]1[CH:17]=[CH:16][CH:15]=[CH:14][CH:13]=1. Solvent: C(Cl)Cl (DCM). Reaction conditions: time 15 minute. The yield is 37.9%. The product is ClCC=1CCN(CC1C1=CC=CC=C1)C(C)=O (1-(4-(chloromethyl)-5-phenyl-3,6-dihydropyridin-1(2H)-yl)ethan-1-one). Reported procedure: To a solution of 1-(4-(hydroxymethyl)-3-phenyl-5,6-dihydropyridin-1(2H)-yl)ethanone (86 mg, 0.37 mmol) in DCM (2 mL) was added SOCl2 (0.67 mL, 9.25 mmol). After stirred at RT for 15 min, the mixture was concentrated and was diluted with Sat. NaHCO3 and EtOAc, organic layer was separated and the aqueous layer was extracted with EtOAc, organic layer ere combined, washed with brine, dried and concentrated to give crude oil, which was purified by column (Hexanes/EtOAc=100:0 to 25:75) to give 1-(4-(c...